Dataset: the Open Reaction Database (ORD), a public repository of structured organic reaction records. Task: describe an organic reaction: reactants, conditions, products, and yield Reactants: CCN(C(C)C)C(C)C (DIEA), Cl.Cl.C1(=CC=CC=C1)C=1C(=C2C(=NC1)NC=C2)N2CCNCC2 (5-phenyl-4-(piperazin-1-yl)-1H-pyrrolo[2,3-b]pyridine dihydrochloride), C(C)(C)(C)OC(=O)N1[C@@H](CCC1)[C@@H](C(=O)O)C1=CC=C(C=C1)Cl ((S)-2-((S)-1-(tert-butoxycarbonyl)pyrrolidin-2-yl)-2-(4-chlorophenyl)acetic acid), CN(C)C(=[N+](C)C)ON1C2=C(C=CC=C2)N=N1.[B-](F)(F)(F)F (TBTU). Run in C(Cl)Cl (DCM). Run at time 1 hour. The product is ClC1=CC=C(C=C1)[C@H](C(N1CCN(CC1)C1=C2C(=NC=C1C1=CC=CC=C1)NC=C2)=O)[C@H]2N(CCC2)C(=O)OC(C)(C)C ((S)-tert-butyl 2-((S)-1-(4-chlorophenyl)-2-oxo-2-(4-(5-phenyl-1H-pyrrolo[2,3-b]pyridin-4-yl)piperazin-1-yl)ethyl)pyrrolidine-1-carboxylate). As a reaction SMILES: CCN(C(C)C)C(C)C.Cl.Cl.[C:12]1([C:18]2[C:19]([N:27]3[CH2:32][CH2:31][NH:30][CH2:29][CH2:28]3)=[C:20]3[CH:26]=[CH:25][NH:24][C:21]3=[N:22][CH:23]=2)[CH:17]=[CH:16][CH:15]=[CH:14][CH:13]=1.[C:33]([O:37][C:38]([N:40]1[CH2:44][CH2:43][CH2:42][C@H:41]1[C@H:45]([C:49]1[CH:54]=[CH:53][C:52]([Cl:55])=[CH:51][CH:50]=1)[C:46](O)=[O:47])=[O:39])([CH3:36])([CH3:35])[CH3:34].CN(C(ON1N=NC2C=CC=CC1=2)=[N+](C)C)C.[B-](F)(F)(F)F>C(Cl)Cl>[Cl:55][C:52]1[CH:51]=[CH:50][C:49]([C@@H:45]([C@@H:41]2[CH2:42][CH2:43][CH2:44][N:40]2[C:38]([O:37][C:33]([CH3:36])([CH3:35])[CH3:34])=[O:39])[C:46](=[O:47])[N:30]2[CH2:29][CH2:28][N:27]([C:19]3[C:18]([C:12]4[CH:13]=[CH:14][CH:15]=[CH:16][CH:17]=4)=[CH:23][N:22]=[C:21]4[NH:24][CH:25]=[CH:26][C:20]=34)[CH2:32][CH2:31]2)=[CH:54][CH:53]=1 |f:1.2.3,5.6|. Procedure: DIEA (0.103 mL, 0.592 mmol) was added to 5-phenyl-4-(piperazin-1-yl)-1H-pyrrolo[2,3-b]pyridine dihydrochloride (0.052 g, 0.15 mmol, see Example 19), (S)-2-((S)-1-(tert-butoxycarbonyl)pyrrolidin-2-yl)-2-(4-chlorophenyl)acetic acid (0.0503 g, 0.148 mmol, see Example F) and TBTU (0.0570 g, 0.178 mmol) in DCM (1 mL) and stirred at room temperature for 1 hour. The mixture was directly loaded onto a column and purified by chromatography (1:1 hexane:ethyl acetate) to give (S)-tert-butyl 2-((S)-1-(4-chl... The reactants are ClC1=C(C=C2C(C(=CN(C2=N1)CC)C(=O)O)=O)F (7-chloro-1,4-dihydro-1-ethyl-6-fluoro-4-oxo,1,8-naphthyridine-3-carboxylic acid), N1CCSCC1 (thiomorpholine). Procedure: A suspension of 0.271 g (1.0 mmol) of 7-chloro-1,4-dihydro-1-ethyl-6-fluoro-4-oxo,1,8-naphthyridine-3-carboxylic acid, 0.316 g (3.0 mmol) of thiomorpholine and 30 ml of acetonitrile was heated at reflux for 18 hours. The solvent was removed in vacuo and the residue was recrystallized from aqueous ethanol to give 130 mg of 1-ethyl-6-fluoro-1,4-dihydro-4-oxo-7-(4-thiomorpholinyl)-1,8-naphthyridine-3-carboxylic acid; mp 241°-243° C. Isolated yield 38.5%. The product is C(C)N1C=C(C(C2=CC(=C(N=C12)N1CCSCC1)F)=O)C(=O)O (1-ethyl-6-fluoro-1,4-dihydro-4-oxo-7-(4-thiomorpholinyl)-1,8-naphthyridine-3-carboxylic acid). The solvent is C(C)#N (acetonitrile). As a reaction SMILES: Cl[C:2]1[N:11]=[C:10]2[C:5]([C:6](=[O:17])[C:7]([C:14]([OH:16])=[O:15])=[CH:8][N:9]2[CH2:12][CH3:13])=[CH:4][C:3]=1[F:18].[NH:19]1[CH2:24][CH2:23][S:22][CH2:21][CH2:20]1>C(#N)C>[CH2:12]([N:9]1[C:10]2[C:5](=[CH:4][C:3]([F:18])=[C:2]([N:19]3[CH2:24][CH2:23][S:22][CH2:21][CH2:20]3)[N:11]=2)[C:6](=[O:17])[C:7]([C:14]([OH:16])=[O:15])=[CH:8]1)[CH3:13]. Starting materials: CCO, COc1ccc(CCCBr)cc1, NC(N)=S, [Na+], [OH-], O. The product is COc1ccc(CCCS)cc1. As a reaction SMILES: [CH3:19][CH2:20][OH:21].[CH3:1][O:2][c:3]1[cH:4][cH:5][c:6]([CH2:9][CH2:10][CH2:11][Br:12])[cH:7][cH:8]1.[NH2:13][C:14]([NH2:15])=[S:16].[Na+:18].[OH-:17].[OH2:22]>>[CH3:1][O:2][c:3]1[cH:4][cH:5][c:6]([CH2:9][CH2:10][CH2:11][SH:16])[cH:7][cH:8]1.